This data is from the Open Reaction Database (ORD), a public repository of structured organic reaction records. The task is: describe an organic reaction: reactants, conditions, products, and yield Reactants: CCOC(=O)C(C)(C)Oc1ccc(O)cc1, COc1ccc(CN2C(=O)N(Cc3ccc(C)c(C)c3)CC2CCOS(=O)(=O)c2ccc(C)cc2)cc1, N#N, CN(C)C=O. The product is CCOC(=O)C(C)(C)Oc1ccc(OCCC2CN(Cc3ccc(C)c(C)c3)C(=O)N2Cc2ccc(OC)cc2)cc1. RXN SMILES: [CH2:38]([CH3:39])[O:40][C:41]([C:42]([CH3:43])([CH3:44])[O:45][c:46]1[cH:47][cH:48][c:49]([OH:52])[cH:50][cH:51]1)=[O:53].[CH3:1][c:2]1[cH:3][c:4]([CH2:5][N:6]2[C:7](=[O:33])[N:8]([CH2:24][c:25]3[cH:26][cH:27][c:28]([O:31][CH3:32])[cH:29][cH:30]3)[CH:9]([CH2:11][CH2:12][O:13][S:14]([c:15]3[cH:16][cH:17][c:18]([CH3:19])[cH:20][cH:21]3)(=[O:22])=[O:23])[CH2:10]2)[cH:34][cH:35][c:36]1[CH3:37].[N:54]#[N:55].[O:56]=[CH:57][N:58]([CH3:59])[CH3:60]>>[CH3:1][c:2]1[cH:3][c:4]([CH2:5][N:6]2[C:7](=[O:33])[N:8]([CH2:24][c:25]3[cH:26][cH:27][c:28]([O:31][CH3:32])[cH:29][cH:30]3)[CH:9]([CH2:11][CH2:12][O:52][c:49]3[cH:48][cH:47][c:46]([O:45][C:42]([C:41]([O:40][CH2:38][CH3:39])=[O:53])([CH3:43])[CH3:44])[cH:51][cH:50]3)[CH2:10]2)[cH:34][cH:35][c:36]1[CH3:37]. Conditions: time 30 minute. Run in C1CCOC1 (THF), C1CCOC1 (THF), C1CCOC1 (THF). The product is CN1CCC(CC1)NCC1=C(C(=CC=C1)Br)F (1-Methyl-4-(N-(2-fluoro-3-bromophenyl)methylamino)piperidine). Procedure details: Add n-butyl lithium (1.6 M in hexanes, 4.3 mL) into a solution of 2,2,6,6-tetramethyl-piperidine (0.97 g) in THF (10 mL) at −78° C. and stir for 30 minutes. Add a solution of 1-methyl-4-(N-(2-fluorophenyl)methylamino)piperidine (Preparation 23, 1.02 g) in THF (10 mL) portionwise and stir for 10 minutes. Add 1,2-dibromo-1,1,2,2-tetrachloroethane (1.50 g) in THF (10 mL) dropwise and stir for 1 hr. Remove the cooling bath and stir for 30 minutes. Partition between ethyl acetate and saturated aqueou... As a reaction SMILES: C([Li])CCC.CC1(C)CCCC(C)(C)N1.[CH3:16][N:17]1[CH2:22][CH2:21][CH:20]([NH:23][CH2:24][C:25]2[CH:30]=[CH:29][CH:28]=[CH:27][C:26]=2[F:31])[CH2:19][CH2:18]1.[Br:32]C(Cl)(Cl)C(Br)(Cl)Cl>C1COCC1>[CH3:16][N:17]1[CH2:22][CH2:21][CH:20]([NH:23][CH2:24][C:25]2[CH:30]=[CH:29][CH:28]=[C:27]([Br:32])[C:26]=2[F:31])[CH2:19][CH2:18]1. Isolated yield 35.5%. The reactants are CN1CCC(CC1)NCC1=C(C=CC=C1)F (1-methyl-4-(N-(2-fluorophenyl)methylamino)piperidine), BrC(C(Cl)(Cl)Br)(Cl)Cl (1,2-dibromo-1,1,2,2-tetrachloroethane), C(CCC)[Li] (n-butyl lithium), CC1(NC(CCC1)(C)C)C (2,2,6,6-tetramethyl-piperidine). Reactants: ClCc1coc(-c2ccc(OCc3ccccc3)cc2)n1, CCC(C)(C)O, [I-], [K+], [Na+], [OH-], OCCc1ncc[nH]1. The product is OCCc1nccn1Cc1coc(-c2ccc(OCc3ccccc3)cc2)n1. RXN SMILES: [CH2:1]([c:2]1[cH:3][cH:4][cH:5][cH:6][cH:7]1)[O:8][c:9]1[cH:10][cH:11][c:12](-[c:15]2[o:16][cH:17][c:18]([CH2:20][Cl:21])[n:19]2)[cH:13][cH:14]1.[CH3:34][C:35]([OH:36])([CH2:37][CH3:38])[CH3:39].[I-:31].[K+:30].[Na+:33].[OH-:32].[OH:22][CH2:23][CH2:24][c:25]1[nH:26][cH:27][cH:28][n:29]1>>[CH2:1]([c:2]1[cH:3][cH:4][cH:5][cH:6][cH:7]1)[O:8][c:9]1[cH:10][cH:11][c:12](-[c:15]2[o:16][cH:17][c:18]([CH2:20][n:26]3[c:25]([CH2:24][CH2:23][OH:22])[n:29][cH:28][cH:27]3)[n:19]2)[cH:13][cH:14]1. Reactants: IC=1C=CC(NC1)=O (5-iodo-1H-pyridin-2-one), BrCCO[Si](C)(C)C(C)(C)C (BrCH2CH2OTBS). Yields the product C(C)(C)(C)[Si](OCCN1C(C=CC(=C1)I)=O)(C)C (1-[2-(tert-Butyl-dimethyl-silanyloxy)-ethyl]-5-iodo-1H-pyridin-2-one). As a reaction SMILES: [I:1][C:2]1[CH:3]=[CH:4][C:5](=[O:8])[NH:6][CH:7]=1.Br[CH2:10][CH2:11][O:12][Si:13]([C:16]([CH3:19])([CH3:18])[CH3:17])([CH3:15])[CH3:14]>>[C:16]([Si:13]([CH3:15])([CH3:14])[O:12][CH2:11][CH2:10][N:6]1[CH:7]=[C:2]([I:1])[CH:3]=[CH:4][C:5]1=[O:8])([CH3:19])([CH3:18])[CH3:17]. Procedure details: The title compounds were prepared as white solids from the alkylation of 5-iodo-1H-pyridin-2-one with BrCH2CH2OTBS (Aldrich) using the procedure described in Step A of Example 38.